Dataset: the Open Reaction Database (ORD), a public repository of structured organic reaction records. Task: describe an organic reaction: reactants, conditions, products, and yield Reactants: COc1ccc2cnn(CC(C)NC(=O)OCc3ccccc3)c2c1, CO. Product: COc1ccc2cnn(CC(C)N)c2c1. Reaction SMILES: [CH2:1]([O:2][C:3](=[O:4])[NH:10][CH:11]([CH2:12][n:13]1[n:14][cH:15][c:16]2[cH:17][cH:18][c:19]([O:22][CH3:23])[cH:20][c:21]12)[CH3:24])[c:5]1[cH:6][cH:7][cH:8][cH:9][cH:25]1.[CH3:26][OH:27]>>[NH2:10][CH:11]([CH2:12][n:13]1[n:14][cH:15][c:16]2[cH:17][cH:18][c:19]([O:22][CH3:23])[cH:20][c:21]12)[CH3:24].